From a dataset of the Open Reaction Database (ORD), a public repository of structured organic reaction records. describe an organic reaction: reactants, conditions, products, and yield The reactants are CCCCCCCc1ccc(OCC#N)cc1, CCO, Cl, NO, [Na+], [Na+], O=C([O-])[O-], O. Reaction SMILES: [CH2:1]([CH2:2][CH2:3][CH2:4][CH2:5][CH2:6][CH3:7])[c:8]1[cH:9][cH:10][c:11]([O:12][CH2:13][C:14]#[N:15])[cH:16][cH:17]1.[CH3:28][CH2:29][OH:30].[ClH:18].[NH2:19][OH:20].[Na+:21].[Na+:22].[O-:23][C:24](=[O:25])[O-:26].[OH2:27]>>[CH2:1]([CH2:2][CH2:3][CH2:4][CH2:5][CH2:6][CH3:7])[c:8]1[cH:9][cH:10][c:11]([O:12][CH2:13][C:14]([NH2:15])=[N:19][OH:20])[cH:16][cH:17]1. Yields the product CCCCCCCc1ccc(OCC(N)=NO)cc1. Reported procedure: To a mixed solution of the compound (66 mg) obtained in Step 5, ammonium formate (28 mg) and ethanol (1.3 ml) was added 10% palladium carbon (33 mg) with heating under reflux. The mixture was stirred at the same temperature for 10 min and ammonium formate (28 mg) and 10% palladium carbon (33 mg) were added and the mixture was stirred for 10 min. Ammonium formate (28 mg) and 10% palladium carbon (33 mg) were further added. The reaction mixture was allowed to return to room temperature, and dilute... Solvent: CCCCCC (hexane), C(C)O (ethanol), C(C)O (ethanol). The reactants are FC(OC1=CC=C(CNC(=O)[C@@H]2N(CCN(C2)C=2SC3=C(N=C(N=C3Cl)C(F)(F)F)N2)S(=O)(=O)C2=CC=C(C=C2)C2CC2)C=C1)(F)F ((R)-4-(7-chloro-5-trifluoromethyl-thiazolo[4,5-d]pyrimidin-2-yl)-1 -(4-cyclopropyl-benzenesulfonyl)-piperazine-2-carboxylic acid 4-trifluoromethoxy-benzylamide), C(=O)[O-].[NH4+] (ammonium formate), C(=O)[O-].[NH4+] (ammonium formate), C(=O)[O-].[NH4+] (Ammonium formate). Conditions: time 10 minute. RXN SMILES: [F:1][C:2]([F:47])([F:46])[O:3][C:4]1[CH:45]=[CH:44][C:7]([CH2:8][NH:9][C:10]([C@H:12]2[CH2:17][N:16]([C:18]3[S:19][C:20]4[C:25](Cl)=[N:24][C:23]([C:27]([F:30])([F:29])[F:28])=[N:22][C:21]=4[N:31]=3)[CH2:15][CH2:14][N:13]2[S:32]([C:35]2[CH:40]=[CH:39][C:38]([CH:41]3[CH2:43][CH2:42]3)=[CH:37][CH:36]=2)(=[O:34])=[O:33])=[O:11])=[CH:6][CH:5]=1.C([O-])=O.[NH4+]>C(O)C.CCCCCC.[C].[Pd]>[F:47][C:2]([F:1])([F:46])[O:3][C:4]1[CH:45]=[CH:44][C:7]([CH2:8][NH:9][C:10]([C@H:12]2[CH2:17][N:16]([C:18]3[S:19][C:20]4[CH:25]=[N:24][C:23]([C:27]([F:30])([F:29])[F:28])=[N:22][C:21]=4[N:31]=3)[CH2:15][CH2:14][N:13]2[S:32]([C:35]2[CH:40]=[CH:39][C:38]([CH:41]3[CH2:43][CH2:42]3)=[CH:37][CH:36]=2)(=[O:34])=[O:33])=[O:11])=[CH:6][CH:5]=1 |f:1.2,5.6|. Reagents/catalysts: [C].[Pd] (palladium carbon), [C].[Pd] (palladium carbon), [C].[Pd] (palladium carbon). The product is FC(OC1=CC=C(CNC(=O)[C@@H]2N(CCN(C2)C=2SC3=C(N=C(N=C3)C(F)(F)F)N2)S(=O)(=O)C2=CC=C(C=C2)C2CC2)C=C1)(F)F ((R)-4-(5-trifluoromethyl-thiazolo[4,5-d]pyrimidin-2-yl)-1-(4-cyclopropyl-benzenesulfonyl)-piperazine-2-carboxylic acid 4-trifluoromethoxy-benzylamide). Yield: 49.3%.